This data is from the Open Reaction Database (ORD), a public repository of structured organic reaction records. The task is: describe an organic reaction: reactants, conditions, products, and yield The reactants are C(C)(C)(C)OC(=O)N1CCC(CC1)CNC(CNC(CC1N(C=2C=CC=CC2C2=CC=CC=C12)S(=O)(=O)C1=CC(=C(C=C1)Cl)Cl)=O)=O (4-[(2-{2-[5-(3,4-dichloro-benzenesulfonyl)-5,6-dihydro-phenanthridin-6-yl]-acetylamino}-acetylamino)-methyl]-piperidine-1-carboxylic acid tert-butyl ester). The solvent is C(C)(=O)OCC (ethyl acetate), C(C)(=O)OCC (ethyl acetate), C(C)OCC (diethyl ether). Conditions: time 8 hour. Yields the product Cl.ClC=1C=C(C=CC1Cl)S(=O)(=O)N1C=2C=CC=CC2C2=CC=CC=C2C1CC(=O)NCC(NCC1CCNCC1)=O (2-[5-(3,4-Dichloro-benzenesulfonyl)-5,6-dihydro-phenanthridin-6-yl]-N-{[(piperidin-4-ylmethyl)-carbamoyl]-methyl}-acetamide hydrochloride). Yield: 199.1%. As a reaction SMILES: C(OC([N:8]1[CH2:13][CH2:12][CH:11]([CH2:14][NH:15][C:16](=[O:47])[CH2:17][NH:18][C:19](=[O:46])[CH2:20][CH:21]2[C:34]3[C:29](=[CH:30][CH:31]=[CH:32][CH:33]=3)[C:28]3[CH:27]=[CH:26][CH:25]=[CH:24][C:23]=3[N:22]2[S:35]([C:38]2[CH:43]=[CH:42][C:41]([Cl:44])=[C:40]([Cl:45])[CH:39]=2)(=[O:37])=[O:36])[CH2:10][CH2:9]1)=O)(C)(C)C>C(OCC)(=O)C.C(OCC)C>[ClH:44].[Cl:45][C:40]1[CH:39]=[C:38]([S:35]([N:22]2[CH:21]([CH2:20][C:19]([NH:18][CH2:17][C:16](=[O:47])[NH:15][CH2:14][CH:11]3[CH2:10][CH2:9][NH:8][CH2:13][CH2:12]3)=[O:46])[C:34]3[C:29](=[CH:30][CH:31]=[CH:32][CH:33]=3)[C:28]3[CH:27]=[CH:26][CH:25]=[CH:24][C:23]2=3)(=[O:37])=[O:36])[CH:43]=[CH:42][C:41]=1[Cl:44] |f:3.4|. Procedure: To a solution of 4-[(2-{2-[5-(3,4-dichloro-benzenesulfonyl)-5,6-dihydro-phenanthridin-6-yl]-acetylamino}-acetylamino)-methyl]-piperidine-1-carboxylic acid tert-butyl ester (140 mg, 0.2 mmol) in ethyl acetate (5 mL) 2.4M hydrogen chloride in ethyl acetate (4 mL, 9.6 mmol) was added. The reaction mixture was stirred at room temperature overnight, then diluted with diethyl ether (25 mL). The precipitated product was filtered off and washed with diethyl ether to yield 127 mg (87%) of the title compo...